Dataset: the Open Reaction Database (ORD), a public repository of structured organic reaction records. Task: describe an organic reaction: reactants, conditions, products, and yield Starting materials: [Br-] (bromide), P(Br)(Br)Br (phosphorus tribromide), C(C#CCC#CCC#CCCCCC)O (2,5,8-Tetradecatriynol). Solvent: C(C)OCC (ethyl ether). Product: BrCC#CCC#CCC#CCCCCC (1-Bromo-2,5,8-tetradecatriyne). As a reaction SMILES: [Br-:1].P(Br)(Br)Br.[CH2:6](O)[C:7]#[C:8][CH2:9][C:10]#[C:11][CH2:12][C:13]#[C:14][CH2:15][CH2:16][CH2:17][CH2:18][CH3:19]>C(OCC)C>[Br:1][CH2:6][C:7]#[C:8][CH2:9][C:10]#[C:11][CH2:12][C:13]#[C:14][CH2:15][CH2:16][CH2:17][CH2:18][CH3:19]. Reported procedure: The alcohol obtained in (a) was directly converted to the corresponding bromide by adding 2 cm3 of phosphorus tribromide (0.0216 mole) to this alcohol diluted in 50 cm3 of ethyl ether. This stirred mixture under an inert atmosphere and protected from light was heated to the boiling temperature of the solvent for 2 hours and then washed at room temperature using a saturated aqueous solution of ammonium chloride.